From a dataset of the Open Reaction Database (ORD), a public repository of structured organic reaction records. describe an organic reaction: reactants, conditions, products, and yield The reactants are ClC=1N=CC2=C(N1)N(C(=C2)C2=CN=CO2)C2CCCC2 (2-chloro-7-cyclopentyl-6-oxazol-5-y-l-7H-pyrrolo[2,3-d]pyrimidine), C(C)(C)(C)OC(=O)N1CCN(CC1)CC=1C=NC(=CC1)N (4-(6-amino-pyridin-3-ylmethyl)-piperazine-1-carboxylic acid tert-butyl ester). Product: C1(CCCC1)N1C(=CC2=C1N=C(N=C2)NC2=NC=C(C=C2)CN2CCNCC2)C2=CN=CO2 ((7-cyclopentyl-6-oxazol-5-yl-7H-pyrrolo[2,3-d]pyrimidin-2-yl)-(5-piperazin-1-ylmethyl-pyridin-2-yl)-amine). Isolated yield 15.0%. Reaction SMILES: Cl[C:2]1[N:3]=[CH:4][C:5]2[CH:10]=[C:9]([C:11]3[O:15][CH:14]=[N:13][CH:12]=3)[N:8]([CH:16]3[CH2:20][CH2:19][CH2:18][CH2:17]3)[C:6]=2[N:7]=1.C(OC([N:28]1[CH2:33][CH2:32][N:31]([CH2:34][C:35]2[CH:36]=[N:37][C:38]([NH2:41])=[CH:39][CH:40]=2)[CH2:30][CH2:29]1)=O)(C)(C)C>>[CH:16]1([N:8]2[C:6]3[N:7]=[C:2]([NH:41][C:38]4[CH:39]=[CH:40][C:35]([CH2:34][N:31]5[CH2:32][CH2:33][NH:28][CH2:29][CH2:30]5)=[CH:36][N:37]=4)[N:3]=[CH:4][C:5]=3[CH:10]=[C:9]2[C:11]2[O:15][CH:14]=[N:13][CH:12]=2)[CH2:20][CH2:19][CH2:18][CH2:17]1. Reported procedure: Following Buchwald Method B, 2-chloro-7-cyclopentyl-6-oxazol-5-y-l-7H-pyrrolo[2,3-d]pyrimidine (100 mg, 0.346 mmol) and 4-(6-amino-pyridin-3-ylmethyl)-piperazine-1-carboxylic acid tert-butyl ester (106 mg, 0.363 mmol), followed by deprotection using General Procedure A to give (7-cyclopentyl-6-oxazol-5-yl-7H-pyrrolo[2,3-d]pyrimidin-2-yl)-(5-piperazin-1-ylmethyl-pyridin-2-yl)-amine (23 mg, 15%). MS (ESI) m/z 445.2 (M+H)+